From a dataset of the Open Reaction Database (ORD), a public repository of structured organic reaction records. describe an organic reaction: reactants, conditions, products, and yield Reported procedure: To a solution of 20 (0.5 g, 2.34 mmol) in 12 ml of anhydrous DMF was added dropwise with stirring 0.243 ml (2.57 mmol) of acetic anhydride. The reaction was kept at room temperature for 3 days and then concentrated. The oily residue was dried by co-evaporation with xylene and then in vacuo to afford 0.65 g (108%) of 21 (contaminated with some DMF) as a white solid, which was sufficiently pure to be used in the next step without additional purification. 1H NMR (DMSO-d6): δ 10.81 (s, 1H), 8.00 (d,... As a reaction SMILES: [NH2:1][C:2]1[CH:7]=[CH:6][N:5]([CH:8](O)[CH2:9][CH:10]([OH:12])[CH3:11])[C:4](=[O:14])[N:3]=1.[C:15](OC(=O)C)(=[O:17])[CH3:16].CN([CH:25]=[O:26])C>>[C:15]([NH:1][C:2]1[CH:7]=[CH:6][N:5]([CH2:8][C@@H:9]([C@H:10]([OH:12])[CH3:11])[CH2:25][OH:26])[C:4](=[O:14])[N:3]=1)(=[O:17])[CH3:16]. Reactants: NC1=NC(N(C=C1)C(CC(C)O)O)=O ((4-Amino-2-oxo-pyrimidin-1(2H)-yl)butane-1,3-diol), CN(C)C=O (DMF), C(C)(=O)OC(C)=O (acetic anhydride). Isolated yield 108.0%. Product: C(C)(=O)NC1=NC(N(C=C1)C[C@H](CO)[C@@H](C)O)=O ((2R,3R)-2-((4-Acetamido-2-oxo-pyrimidin-1(2H)-yl)methyl)butane-1,3-diol). Conditions: time 3 day. Reaction SMILES: [NH2:1][CH2:2][CH2:3][CH2:4][P:5]([OH:7])[OH:6].[C:8]1(=[O:12])[CH2:11][CH2:10][CH2:9]1.O>C[Si](C)(C)N[Si](C)(C)C.Cl>[NH2:1][CH2:2][CH2:3][CH2:4][P:5]([C:8]1([OH:12])[CH2:11][CH2:10][CH2:9]1)(=[O:7])[OH:6]. Product: NCCCP(O)(=O)C1(CCC1)O (3-aminopropyl(1-hydroxycyclobutyl)phosphinic acid). Reported procedure: A suspension of 2.46 g of 3-aminopropylphosphonous acid in 20 ml of hexamethyldisilazane is heated to reflux under an inert gas for 24 hours. The resulting clear solution is cooled to 15° and 2.0 ml of cyclobutanone are added. An exothermic reaction ensues. The reaction mixture is stirred until the temperature drops to room temperature (approximately 1 hour). Water is added and the volatile materials are removed in vacuo to yield a semi-solid. This is dissolved in 2.0M aqueous hydrochloride acid... Reactants: C1(CCC1)=O (cyclobutanone), NCCCP(O)O (3-aminopropylphosphonous acid), O (Water). Solvent: Cl (hydrochloride), C[Si](N[Si](C)(C)C)(C)C (hexamethyldisilazane).